From a dataset of the Open Reaction Database (ORD), a public repository of structured organic reaction records. describe an organic reaction: reactants, conditions, products, and yield Starting materials: O=C([O-])C(=O)[O-], C1CCOC1, Oc1ccc(-c2sc3ccccc3c2Cc2ccc(OCCN3CCCC3)cc2)cc1, O=C1CCC(CO)N1. The product is O=C(O)C(=O)O, O=C1CCC(COc2ccc(-c3sc4ccccc4c3Cc3ccc(OCCN4CCCC4)cc3)cc2)N1. As a reaction SMILES: [C:40]([C:41](=[O:42])[O-:43])(=[O:44])[O-:45].[CH2:46]1[O:47][CH2:48][CH2:49][CH2:50]1.[OH:1][c:2]1[cH:3][cH:4][c:5](-[c:8]2[c:9]([CH2:17][c:18]3[cH:19][cH:20][c:21]([O:24][CH2:25][CH2:26][N:27]4[CH2:28][CH2:29][CH2:30][CH2:31]4)[cH:22][cH:23]3)[c:10]3[c:11]([s:12]2)[cH:13][cH:14][cH:15][cH:16]3)[cH:6][cH:7]1.[OH:32][CH2:33][CH:34]1[CH2:35][CH2:36][C:37](=[O:39])[NH:38]1>>[C:40]([C:41](=[O:42])[OH:43])(=[O:44])[OH:45].[O:1]([c:2]1[cH:3][cH:4][c:5](-[c:8]2[c:9]([CH2:17][c:18]3[cH:19][cH:20][c:21]([O:24][CH2:25][CH2:26][N:27]4[CH2:28][CH2:29][CH2:30][CH2:31]4)[cH:22][cH:23]3)[c:10]3[c:11]([s:12]2)[cH:13][cH:14][cH:15][cH:16]3)[cH:6][cH:7]1)[CH2:33][CH:34]1[CH2:35][CH2:36][C:37](=[O:39])[NH:38]1. Reactants: CCN=C=NCCCN(C)C, CCN(C(C)C)C(C)C, Cl, NCC(=O)N1CCN(C(=O)c2cc(F)ccc2C(F)(F)F)CC1, CN(C)C=O, O, On1nnc2ccccc21, O=C(O)c1cnn(-c2ccccc2)c1C(F)(F)F. Product: O=C(NCC(=O)N1CCN(C(=O)c2cc(F)ccc2C(F)(F)F)CC1)c1cnn(-c2ccccc2)c1C(F)(F)F. Reaction SMILES: [CH3:38][CH2:39][N:40]=[C:41]=[N:42][CH2:43][CH2:44][CH2:45][N:46]([CH3:47])[CH3:48].[CH:1]([N:2]([CH2:3][CH3:4])[CH:5]([CH3:6])[CH3:7])([CH3:8])[CH3:9].[ClH:49].[NH2:50][CH2:51][C:52](=[O:53])[N:54]1[CH2:55][CH2:56][N:57]([C:60]([c:61]2[c:62]([C:68]([F:69])([F:70])[F:71])[cH:63][cH:64][c:65]([F:67])[cH:66]2)=[O:72])[CH2:58][CH2:59]1.[O:73]=[CH:74][N:75]([CH3:76])[CH3:77].[OH2:78].[OH:28][n:29]1[c:30]2[c:31]([cH:32][cH:33][cH:34][cH:35]2)[n:36][n:37]1.[c:10]1(-[n:16]2[n:17][cH:18][c:19]([C:25](=[O:26])[OH:27])[c:20]2[C:21]([F:22])([F:23])[F:24])[cH:11][cH:12][cH:13][cH:14][cH:15]1>>[c:10]1(-[n:16]2[n:17][cH:18][c:19]([C:25](=[O:27])[NH:50][CH2:51][C:52](=[O:53])[N:54]3[CH2:55][CH2:56][N:57]([C:60]([c:61]4[c:62]([C:68]([F:69])([F:70])[F:71])[cH:63][cH:64][c:65]([F:67])[cH:66]4)=[O:72])[CH2:58][CH2:59]3)[c:20]2[C:21]([F:22])([F:23])[F:24])[cH:11][cH:12][cH:13][cH:14][cH:15]1. Starting materials: O (Water), [H-].[Na+] (Sodium hydride), CC1=C(NC(N1C1=CC(=CC=C1)C(F)(F)F)=O)C1=CC=NN1C1=CC=C(C#N)C=C1 (4-(5-{5-methyl-2-oxo-1-[3-(trifluoromethyl)phenyl]-2,3-dihydro-1H-imidazol-4-yl}-1H-pyrazol-1-yl)benzonitrile), IC (Iodomethane). The solvent is C1CCOC1 (THF). Reaction conditions: time 3 hour. Product: CN1C(N(C(=C1C1=CC=NN1C1=CC=C(C#N)C=C1)C)C1=CC(=CC=C1)C(F)(F)F)=O (4-(5-{3,5-Dimethyl-2-oxo-1-[3-(trifluoromethyl)phenyl]-2,3-dihydro-1H-imidazol-4-yl}-1H-pyrazol-1-yl)benzonitrile). As a reaction SMILES: [H-].[Na+].[CH3:3][C:4]1[N:8]([C:9]2[CH:14]=[CH:13][CH:12]=[C:11]([C:15]([F:18])([F:17])[F:16])[CH:10]=2)[C:7](=[O:19])[NH:6][C:5]=1[C:20]1[N:24]([C:25]2[CH:32]=[CH:31][C:28]([C:29]#[N:30])=[CH:27][CH:26]=2)[N:23]=[CH:22][CH:21]=1.I[CH3:34].O>C1COCC1>[CH3:34][N:6]1[C:5]([C:20]2[N:24]([C:25]3[CH:26]=[CH:27][C:28]([C:29]#[N:30])=[CH:31][CH:32]=3)[N:23]=[CH:22][CH:21]=2)=[C:4]([CH3:3])[N:8]([C:9]2[CH:14]=[CH:13][CH:12]=[C:11]([C:15]([F:18])([F:17])[F:16])[CH:10]=2)[C:7]1=[O:19] |f:0.1|. Procedure details: Sodium hydride (10 mg of a 60% dispersion in mineral oil, 0.25 mmol) was added to a stirred suspension of 4-(5-{5-methyl-2-oxo-1-[3-(trifluoromethyl)phenyl]-2,3-dihydro-1H-imidazol-4-yl}-1H-pyrazol-1-yl)benzonitrile (Example 1) (70 mg, 0.17 mmol) in THF (2.0 mL) under a nitrogen atmosphere. This resulted in degassing and the formation of a yellow solution. Iodomethane (0.031 mL, 0.5 mmol) was added and the mixture was stirred for 3 h. Water (10 mL) was added and the mixture was extracted with DC...